Dataset: the Open Reaction Database (ORD), a public repository of structured organic reaction records. Task: describe an organic reaction: reactants, conditions, products, and yield Reactants: CC1(CC(=O)CC(=O)C1)C (dimedone), S1CCC=C1 (2,3-dihydrothiophene), C1(=CC=C(C=C1)S(=O)(=O)O)C (p-toluenesulfonic acid). Solvent: C1=CC=CC=C1 (benzene). Conditions: time 30 minute. The product is S1C(CCC1)C=1C(CC(CC1O)(C)C)=O (2-(2-tetrahydrothienyl)-3-hydroxy-5,5-dimethyl-2-cyclohexen-1-one). RXN SMILES: [CH3:1][C:2]1([CH3:10])[CH2:9][C:7](=[O:8])[CH2:6][C:4](=[O:5])[CH2:3]1.[S:11]1[CH:15]=[CH:14][CH2:13][CH2:12]1.C1(C)C=CC(S(O)(=O)=O)=CC=1>C1C=CC=CC=1>[S:11]1[CH2:15][CH2:14][CH2:13][CH:12]1[C:6]1[C:7](=[O:8])[CH2:9][C:2]([CH3:10])([CH3:1])[CH2:3][C:4]=1[OH:5]. Procedure details: A mixture of 7 parts of dimedone, 7 parts of 2,3-dihydrothiophene, 150 parts by volume of benzene and 0.7 parts of p-toluenesulfonic acid was refluxed by heating while stirring for 1 hour and 30 minutes and then allowed to stand at room temperature for 12 hours. The reaction mixture was washed with 50 parts by volume of water and then treated three times with 50 parts by volume of a 10% aqueous solution of sodium hydroxide. The aqueous layer was collected and the pH was adjusted to 2.0 with the ... Yields the product CCc1nc2ccccc2n1-c1nc(N2CCOCC2)c2nc(CN3CC(N4CCNC(=O)C4)C3)[nH]c2n1. Reaction SMILES: [CH2:1]([CH3:2])[c:3]1[n:4][c:5]2[c:6]([n:7]1-[c:8]1[n:9][c:10]([N:35]3[CH2:36][CH2:37][O:38][CH2:39][CH2:40]3)[c:11]3[n:12][c:13]([CH2:23][N:24]4[CH2:25][CH:26]([N:28]5[CH2:29][C:30](=[O:34])[NH:31][CH2:32][CH2:33]5)[CH2:27]4)[n:14]([CH:17]4[CH2:18][CH2:19][CH2:20][CH2:21][O:22]4)[c:15]3[n:16]1)[cH:41][cH:42][cH:43][cH:44]2.[ClH:45].[O:46]1[CH2:47][CH2:48][O:49][CH2:50][CH2:51]1>>[CH2:1]([CH3:2])[c:3]1[n:4][c:5]2[c:6]([n:7]1-[c:8]1[n:9][c:10]([N:35]3[CH2:36][CH2:37][O:38][CH2:39][CH2:40]3)[c:11]3[n:12][c:13]([CH2:23][N:24]4[CH2:25][CH:26]([N:28]5[CH2:29][C:30](=[O:34])[NH:31][CH2:32][CH2:33]5)[CH2:27]4)[nH:14][c:15]3[n:16]1)[cH:41][cH:42][cH:43][cH:44]2. Reactants: CCc1nc2ccccc2n1-c1nc(N2CCOCC2)c2nc(CN3CC(N4CCNC(=O)C4)C3)n(C3CCCCO3)c2n1, Cl, C1COCCO1. Starting materials: CCOCC, Nc1nc2cccc(NC3CCCCC3)n2n1, ClCCl, O, c1ccncc1, O=C(Cl)Cc1cccnc1. Product: O=C(Cc1cccnc1)Nc1nc2cccc(NC3CCCCC3)n2n1. Reaction SMILES: [CH3:34][CH2:35][O:36][CH2:37][CH3:38].[CH:11]1([NH:17][c:18]2[cH:19][cH:20][cH:21][c:22]3[n:23]2[n:24][c:25]([NH2:27])[n:26]3)[CH2:12][CH2:13][CH2:14][CH2:15][CH2:16]1.[Cl:39][CH2:40][Cl:41].[OH2:42].[cH:28]1[cH:29][cH:30][n:31][cH:32][cH:33]1.[n:1]1[cH:2][c:3]([CH2:7][C:8](=[O:9])[Cl:10])[cH:4][cH:5][cH:6]1>>[n:1]1[cH:2][c:3]([CH2:7][C:8](=[O:9])[NH:27][c:25]2[n:24][n:23]3[c:18]([NH:17][CH:11]4[CH2:12][CH2:13][CH2:14][CH2:15][CH2:16]4)[cH:19][cH:20][cH:21][c:22]3[n:26]2)[cH:4][cH:5][cH:6]1.